This data is from the Open Reaction Database (ORD), a public repository of structured organic reaction records. The task is: describe an organic reaction: reactants, conditions, products, and yield Starting materials: CC=1C=C(C=CC1OC1=CC(=CC=C1)C(F)(F)F)NC=1C2=C(N=CN1)C=CN2CCNC(OC(C)(C)C)=O (tert-Butyl {2-[4-({3-methyl-4-[3-(trifluoromethyl)phenoxy]phenyl}amino)-5H-pyrrolo[3,2-d]pyrimidin-5-yl]ethyl}carbamate), Cl (hydrochloric acid). Solvent: O1CCCC1 (tetrahydrofuran). Run at temperature 60 celsius, time 16 hour. The product is Cl.Cl.NCCN1C=CC=2N=CN=C(C21)NC2=CC(=C(C=C2)OC2=CC(=CC=C2)C(F)(F)F)C (5-(2-aminoethyl)-N-{3-methyl-4-[3-(trifluoromethyl)phenoxy]phenyl}-5H-pyrrolo[3,2-d]pyrimidin-4-amine dihydrochloride). As a reaction SMILES: [CH3:1][C:2]1[CH:3]=[C:4]([NH:19][C:20]2[C:21]3[N:28]([CH2:29][CH2:30][NH:31]C(=O)OC(C)(C)C)[CH:27]=[CH:26][C:22]=3[N:23]=[CH:24][N:25]=2)[CH:5]=[CH:6][C:7]=1[O:8][C:9]1[CH:14]=[CH:13][CH:12]=[C:11]([C:15]([F:18])([F:17])[F:16])[CH:10]=1.[ClH:39]>O1CCCC1>[ClH:39].[ClH:39].[NH2:31][CH2:30][CH2:29][N:28]1[C:21]2[C:20]([NH:19][C:4]3[CH:5]=[CH:6][C:7]([O:8][C:9]4[CH:14]=[CH:13][CH:12]=[C:11]([C:15]([F:17])([F:18])[F:16])[CH:10]=4)=[C:2]([CH3:1])[CH:3]=3)=[N:25][CH:24]=[N:23][C:22]=2[CH:26]=[CH:27]1 |f:3.4.5|. Procedure details: tert-Butyl {2-[4-({3-methyl-4-[3-(trifluoromethyl)phenoxy]phenyl}amino)-5H-pyrrolo[3,2-d]pyrimidin-5-yl]ethyl}carbamate (2.9 g) obtained in Example 188 (i) was dissolved in tetrahydrofuran (80 mL)/2N hydrochloric acid (40 mL), and the mixture was stirred at 60° C. for 16 hrs. The reaction mixture was concentrated under reduced pressure, ethanol (80 mL) was added to the residue and the mixture was concentrated again under reduced pressure. Ethyl acetate was added to the residue and the solid was ... Reactants: O=C1NC(=O)c2ccccc21, CCCCOc1c(CCl)n(CC(C)(C)C)c(=O)c2ccc(F)cc12, CN(C)C=O, [K], O. The product is CCCCOc1c(CN2C(=O)c3ccccc3C2=O)n(CC(C)(C)C)c(=O)c2ccc(F)cc12. As a reaction SMILES: [C:25]1(=[O:35])[c:26]2[c:27]([cH:31][cH:32][cH:33][cH:34]2)[C:28](=[O:30])[NH:29]1.[CH2:1]([CH2:2][CH2:3][CH3:4])[O:5][c:6]1[c:7]([CH2:23][Cl:24])[n:8]([CH2:18][C:19]([CH3:20])([CH3:21])[CH3:22])[c:9](=[O:17])[c:10]2[cH:11][cH:12][c:13]([F:16])[cH:14][c:15]12.[CH3:38][N:39]([CH3:40])[CH:41]=[O:42].[K:36].[OH2:37]>>[CH2:1]([CH2:2][CH2:3][CH3:4])[O:5][c:6]1[c:7]([CH2:23][N:29]2[C:25](=[O:35])[c:26]3[c:27]([cH:31][cH:32][cH:33][cH:34]3)[C:28]2=[O:30])[n:8]([CH2:18][C:19]([CH3:20])([CH3:21])[CH3:22])[c:9](=[O:17])[c:10]2[cH:11][cH:12][c:13]([F:16])[cH:14][c:15]12. The reactants are CC(C)(C)n1nc(CCC=O)cc1-c1ccc(F)cc1, CCN(C(C)C)C(C)C, Fc1ccc(C(c2ccc(F)cc2)N2CCNCC2)cc1. Yields the product CC(C)(C)n1nc(CCCN2CCN(C(c3ccc(F)cc3)c3ccc(F)cc3)CC2)cc1-c1ccc(F)cc1. As a reaction SMILES: [C:1]([CH3:2])([CH3:3])([CH3:4])[n:5]1[n:6][c:7]([CH2:17][CH2:18][CH:19]=[O:20])[cH:8][c:9]1-[c:10]1[cH:11][cH:12][c:13]([F:16])[cH:14][cH:15]1.[CH:42]([N:43]([CH2:44][CH3:45])[CH:46]([CH3:47])[CH3:48])([CH3:49])[CH3:50].[F:21][c:22]1[cH:23][cH:24][c:25]([CH:28]([N:29]2[CH2:30][CH2:31][NH:32][CH2:33][CH2:34]2)[c:35]2[cH:36][cH:37][c:38]([F:41])[cH:39][cH:40]2)[cH:26][cH:27]1>>[C:1]([CH3:2])([CH3:3])([CH3:4])[n:5]1[n:6][c:7]([CH2:17][CH2:18][CH2:19][N:32]2[CH2:31][CH2:30][N:29]([CH:28]([c:25]3[cH:24][cH:23][c:22]([F:21])[cH:27][cH:26]3)[c:35]3[cH:36][cH:37][c:38]([F:41])[cH:39][cH:40]3)[CH2:34][CH2:33]2)[cH:8][c:9]1-[c:10]1[cH:11][cH:12][c:13]([F:16])[cH:14][cH:15]1. The reactants are C(C)(C)(C)OC1=CC=C(OCCO[Si](C)(C)C(C)(C)C)C=C1 ([2-(4-Tert-butoxyphenoxy)ethoxy](tert-butyl)dimethylsilane), CCCC[N+](CCCC)(CCCC)CCCC.[F-] (TBAF). Run in CC1CCCO1 (2-MeTHF), C1CCOC1 (THF). Reaction conditions: temperature 60 celsius. Product: SiO2, C(C)(C)(C)OC1=CC=C(OCCO)C=C1 (2-(4-Tert-butoxyphenoxy)ethanol). Yield: 92.6%. RXN SMILES: [C:1]([O:5][C:6]1[CH:22]=[CH:21][C:9]([O:10][CH2:11][CH2:12][O:13][Si](C(C)(C)C)(C)C)=[CH:8][CH:7]=1)([CH3:4])([CH3:3])[CH3:2].CCCC[N+](CCCC)(CCCC)CCCC.[F-]>CC1OCCC1.C1COCC1>[C:1]([O:5][C:6]1[CH:22]=[CH:21][C:9]([O:10][CH2:11][CH2:12][OH:13])=[CH:8][CH:7]=1)([CH3:4])([CH3:2])[CH3:3] |f:1.2|. Procedure details: [2-(4-Tert-butoxyphenoxy)ethoxy](tert-butyl)dimethylsilane (1.7 g, 5.24 mmole) was taken up in 2-MeTHF (10 mL). To this was added 1M TBAF (16 mL, 16.00 mmole) in THF then the mixture was heated to 60° C. After 4 hr the mixture was cooled to RT and concentrated. The residue was taken up in H2O and extracted with CH2Cl2 (3×). The combined organic layers were dried (MgSO4), filtered, and concentrated. Flash column chromatography (Biotage-SNAP-50 g SiO2, 30% EtOAc/hexanes) gave the title compound (1... Starting materials: O=C1CCC(=O)N1Br, CC(C)(C)OC(=O)N1CCC(Oc2ccc3cnc(Cl)cc3c2)CC1, CC#N, CC(C)(C#N)N=NC(C)(C)C#N. Product: CC(C)(C)OC(=O)N1CCC(Oc2ccc3cnc(Cl)cc3c2Br)CC1. Reaction SMILES: [Br:26][N:27]1[C:28](=[O:29])[CH2:30][CH2:31][C:32]1=[O:33].[C:1]([CH3:2])([CH3:3])([CH3:4])[O:5][C:6](=[O:7])[N:8]1[CH2:9][CH2:10][CH:11]([O:14][c:15]2[cH:16][c:17]3[cH:18][c:19]([Cl:25])[n:20][cH:21][c:22]3[cH:23][cH:24]2)[CH2:12][CH2:13]1.[CH3:46][C:47]#[N:48].[N:34]#[C:35][C:36]([N:37]=[N:38][C:39]([C:40]#[N:41])([CH3:42])[CH3:43])([CH3:44])[CH3:45]>>[C:1]([CH3:2])([CH3:3])([CH3:4])[O:5][C:6](=[O:7])[N:8]1[CH2:9][CH2:10][CH:11]([O:14][c:15]2[c:16]([Br:26])[c:17]3[cH:18][c:19]([Cl:25])[n:20][cH:21][c:22]3[cH:23][cH:24]2)[CH2:12][CH2:13]1. Starting materials: O (water), C(C)OC(C1=CC(=C(C(=C1)S(N)(=O)=O)OC1=CC=CC=C1)NCC=C)=O (Ethyl-3-allylamino-4-phenoxy-5-sulphamyl-benzoate), Cl (hydrochloric acid). Solvent: [OH-].[Na+] (sodium hydroxide). Conditions: time 24 hour. Product: C(C=C)NC=1C=C(C(=O)O)C=C(C1OC1=CC=CC=C1)S(N)(=O)=O (3-allylamino-4-phenoxy-5-sulphamyl-benzoic acid). RXN SMILES: C([O:3][C:4](=[O:26])[C:5]1[CH:10]=[C:9]([S:11](=[O:14])(=[O:13])[NH2:12])[C:8]([O:15][C:16]2[CH:21]=[CH:20][CH:19]=[CH:18][CH:17]=2)=[C:7]([NH:22][CH2:23][CH:24]=[CH2:25])[CH:6]=1)C.O.Cl>[OH-].[Na+]>[CH2:23]([NH:22][C:7]1[CH:6]=[C:5]([CH:10]=[C:9]([S:11](=[O:14])(=[O:13])[NH2:12])[C:8]=1[O:15][C:16]1[CH:21]=[CH:20][CH:19]=[CH:18][CH:17]=1)[C:4]([OH:26])=[O:3])[CH:24]=[CH2:25] |f:3.4|. Procedure details: Ethyl-3-allylamino-4-phenoxy-5-sulphamyl-benzoate (1 g) was dissolved in 1N sodium hydroxide (15 ml) and left standing at room temperature for 24 hours. Then water (5 ml) was added, and the pH was adjusted to 3 by the addition of 4N hydrochloric acid. The precipitated 3-allylamino-4-phenoxy-5-sulphamyl-benzoic acid was collected and dried. The melting point was 223°-225°C.